This data is from the Open Reaction Database (ORD), a public repository of structured organic reaction records. The task is: describe an organic reaction: reactants, conditions, products, and yield The reactants are CC1=CC=C(C=C1)S(=O)(=O)OCC[C@H]1[C@H](C1)C1CCN(CC1)C1=NC=C(C=N1)Cl (2-{(1S,2R)-2-[1-(5-chloropyrimidin-2-yl)piperidin-4-yl]cyclopropyl}ethyl 4-methylbenzenesulfonate), CC1=CC(=NC=C1[N+](=O)[O-])NC(OC(C)(C)C)=O (tert-butyl (4-methyl-5-nitropyridin-2-yl)carbamate). Product: NC=1C(=CC(=NC1)N(C(OC(C)(C)C)=O)CC[C@H]1[C@H](C1)C1CCN(CC1)C1=NC=C(C=N1)Cl)C (tert-butyl (5-amino-4-methylpyridin-2-yl)(2-{(1S,2S)-2-[1-(5-chloropyrimidin-2-yl)piperidin-4-yl]cyclopropyl}ethyl)carbamate). As a reaction SMILES: CC1C=CC(S(O[CH2:12][CH2:13][C@@H:14]2[CH2:16][C@@H:15]2[CH:17]2[CH2:22][CH2:21][N:20]([C:23]3[N:28]=[CH:27][C:26]([Cl:29])=[CH:25][N:24]=3)[CH2:19][CH2:18]2)(=O)=O)=CC=1.[CH3:30][C:31]1[C:36]([N+:37]([O-])=O)=[CH:35][N:34]=[C:33]([NH:40][C:41](=[O:47])[O:42][C:43]([CH3:46])([CH3:45])[CH3:44])[CH:32]=1>>[NH2:37][C:36]1[C:31]([CH3:30])=[CH:32][C:33]([N:40]([CH2:12][CH2:13][C@@H:14]2[CH2:16][C@@H:15]2[CH:17]2[CH2:18][CH2:19][N:20]([C:23]3[N:24]=[CH:25][C:26]([Cl:29])=[CH:27][N:28]=3)[CH2:21][CH2:22]2)[C:41](=[O:47])[O:42][C:43]([CH3:44])([CH3:45])[CH3:46])=[N:34][CH:35]=1. Reported procedure: The title compound was synthesized by procedure analogous to Step 2 and 3 of Example 28 from 2-{(1S,2R)-2-[1-(5-chloropyrimidin-2-yl)piperidin-4-yl]cyclopropyl}ethyl 4-methylbenzenesulfonate from Step 1 of Example 5 and tert-butyl (4-methyl-5-nitropyridin-2-yl)carbamate from Step 1 of this example. The reactants are [OH-].[Na+] (NaOH), aqueous solution, [OH-].[Na+] (NaOH), C(C)OC(=O)C=1C=CC=2C=C3N(C2C1)C(CNC3=O)(C)C (4,4-dimethyl-1-oxo-1,2,3,4-tetrahydro-pyrazino[1,2-a]indole-7-carboxylic acid ethyl ester), Cl (HCl). Solvent: O (H2O), CCO (EtOH), O (water). Conditions: temperature 50 celsius, time 1 hour. The product is CC1(CNC(C=2N1C=1C=C(C=CC1C2)C(=O)O)=O)C (4,4-dimethyl-1-oxo-1,2,3,4-tetrahydro-pyrazino[1,2-a]indole-7-carboxylic acid). Yield: 98.7%. As a reaction SMILES: [OH-].[Na+].C([O:5][C:6]([C:8]1[CH:9]=[CH:10][C:11]2[CH:12]=[C:13]3[C:20](=[O:21])[NH:19][CH2:18][C:17]([CH3:23])([CH3:22])[N:14]3[C:15]=2[CH:16]=1)=[O:7])C.Cl>CCO.O>[CH3:22][C:17]1([CH3:23])[N:14]2[C:15]3[CH:16]=[C:8]([C:6]([OH:7])=[O:5])[CH:9]=[CH:10][C:11]=3[CH:12]=[C:13]2[C:20](=[O:21])[NH:19][CH2:18]1 |f:0.1|. Procedure: A 3M aqueous solution of NaOH (0.27 mL) was added to 58 mg (0.20 mmol) of 4,4-dimethyl-1-oxo-1,2,3,4-tetrahydro-pyrazino[1,2-a]indole-7-carboxylic acid ethyl ester in 5 mL of EtOH. After 3 h an additional 0.27 mL of NaOH (3M) was added followed by 1 mL of H2O, and the mixture was heated to 50° C. for 3 h. The mixture was diluted with water, chilled to 0° C., and concentrated HCl was added until the pH reached 2. The resulting suspension was stirred for 1 h at 0° C. then filtered and washed with ... The reactants are CS(=O)(=O)Cl (Methanesulfonyl chloride), O([Si](C1=CC=CC=C1)(C1=CC=CC=C1)C(C)(C)C)CC=1C=C(CO)C=CC1 (3-(t-Butyldiphenylsiloxymethyl)benzyl alcohol), [Li+].[Cl-] (LiCl), CC1=CC(=NC(=C1)C)C (s-collidine). Solvent: CN(C)C=O (DMF), O (water). The product is O([Si](C1=CC=CC=C1)(C1=CC=CC=C1)C(C)(C)C)CC=1C=C(CCl)C=CC1 (3-(t-Butyldiphenylsiloxymethy)benzyl chloride). Yield: 95.1%. RXN SMILES: CS(Cl)(=O)=O.[O:6]([CH2:24][C:25]1[CH:26]=[C:27]([CH:30]=[CH:31][CH:32]=1)[CH2:28]O)[Si:7]([C:20]([CH3:23])([CH3:22])[CH3:21])([C:14]1[CH:19]=[CH:18][CH:17]=[CH:16][CH:15]=1)[C:8]1[CH:13]=[CH:12][CH:11]=[CH:10][CH:9]=1.[Li+].[Cl-:34].CC1C=C(C)N=C(C)C=1>CN(C=O)C.O>[O:6]([CH2:24][C:25]1[CH:26]=[C:27]([CH:30]=[CH:31][CH:32]=1)[CH2:28][Cl:34])[Si:7]([C:20]([CH3:23])([CH3:22])[CH3:21])([C:14]1[CH:19]=[CH:18][CH:17]=[CH:16][CH:15]=1)[C:8]1[CH:13]=[CH:12][CH:11]=[CH:10][CH:9]=1 |f:2.3|. Reported procedure: Methanesulfonyl chloride (3.96 g, 34.6 mmol) was added dropwise to a stirred solution of 23 (11.8 g, 31.4 mmol), LiCl (1.33 g, 31.4 mmol), and s-collidine (4.19 g, 34.6 mmol) in anhydrous DMF (120 mL) at 0° C. under argon. The reaction mixture was allowed to warm to room temperature over 2 h, and was then poured into water and extracted twice with diethyl ether. The organic layers were combined and washed with saturated sodium chloride solution, dried over anhydrous magnesium sulfate, filtered, ... The reactants are ClC=1C(=CC(=NC1)C(=O)O)OCC(F)(F)F (5-Chloro-4-(2,2,2-trifluoro-ethoxy)-pyridine-2-carboxylic acid), 4-(4,6-dimethoxyl-1,3,5-triazin-2-yl)-4-methylmorpholininium chloride, CCN(C(C)C)C(C)C (DIEA), N[C@H](C(=O)NC)C(C)(C)C ((S)-2-amino-N,3,3-trimethylbutanamide). Solvent: CN(C)C=O (DMF). Reaction conditions: time 30 minute. Product: CC([C@@H](C(NC)=O)NC(=O)C1=NC=C(C(=C1)OCC(F)(F)F)Cl)(C)C (5-Chloro-4-(2,2,2-trifluoro-ethoxy)-pyridine-2-carboxylic acid ((S)-2,2-dimethyl-1-methylcarbamoyl-propyl)-amide). As a reaction SMILES: [Cl:1][C:2]1[C:3]([O:11][CH2:12][C:13]([F:16])([F:15])[F:14])=[CH:4][C:5]([C:8]([OH:10])=O)=[N:6][CH:7]=1.CCN(C(C)C)C(C)C.[NH2:26][C@@H:27]([C:32]([CH3:35])([CH3:34])[CH3:33])[C:28]([NH:30][CH3:31])=[O:29]>CN(C=O)C>[CH3:33][C:32]([CH3:35])([CH3:34])[C@H:27]([NH:26][C:8]([C:5]1[CH:4]=[C:3]([O:11][CH2:12][C:13]([F:16])([F:15])[F:14])[C:2]([Cl:1])=[CH:7][N:6]=1)=[O:10])[C:28](=[O:29])[NH:30][CH3:31]. Procedure: To a solution of 5-Chloro-4-(2,2,2-trifluoro-ethoxy)-pyridine-2-carboxylic acid (Example 24c, 72 mg, 282 μmol) in DMF (1 mL) was added 4-(4,6-dimethoxyl-1,3,5-triazin-2-yl)-4-methylmorpholininium chloride (CAN 3945-69-5, 82 mg, 296 μmol) and DIEA (34.5 μL, 296 μmol). The reaction mixture was then stirred at room temperature for 30 min, followed by addition of (S)-2-amino-N,3,3-trimethylbutanamide (CAN 89226-12-0, 43 mg, 296 μmol). The reaction mixture was stirred for 3 h. The crude reaction mixt... The solvent is CO (methanol), C1CCOC1 (THF). Reaction SMILES: [CH3:1][C:2]([CH3:26])([CH3:25])[CH2:3][N:4]1[C:12]2[C:7](=[N:8][C:9]([C:13]3[CH:20]=[C:19]([CH:21]=[O:22])[CH:18]=[CH:17][C:14]=3[C:15]#[N:16])=[CH:10][CH:11]=2)[N:6]([CH3:23])[C:5]1=[O:24].[CH3:27][Mg]Br>C1COCC1.CO>[CH3:1][C:2]([CH3:26])([CH3:25])[CH2:3][N:4]1[C:12]2[C:7](=[N:8][C:9]([C:13]3[CH:20]=[C:19]([C@@H:21]([OH:22])[CH3:27])[CH:18]=[CH:17][C:14]=3[C:15]#[N:16])=[CH:10][CH:11]=2)[N:6]([CH3:23])[C:5]1=[O:24]. Product: CC(CN1C(N(C2=NC(=CC=C21)C2=C(C#N)C=CC(=C2)[C@H](C)O)C)=O)(C)C (2-[1-(2,2-dimethylpropyl)-3-methyl-2-oxo-2,3-dihydro-1H-imidazo[4,5-b]pyridin-5-yl]-4-[(1S)-1-hydroxyethyl]benzonitrile). Procedure details: To a round bottom flask, 2-[1-(2,2-dimethylpropyl)-3-methyl-2-oxo-2,3-dihydro-1H-imidazo[4,5-b]pyridin-5-yl]-4-formylbenzonitrile (30-1) (70 mg, 0.2 mmol) was added under nitrogen, dissolved in THF (1 mL), and cooled to −78° C. 3M methylmagnesium bromide (0.08 ml, 0.24 mmol) was added slowly to the cooled solution and allowed to stir for 30 minutes. The reaction was warmed to room temperature for 30 minutes until complete conversion over starting material. The mixture was diluted with methanol, ... The reactants are CC(CN1C(N(C2=NC(=CC=C21)C2=C(C#N)C=CC(=C2)C=O)C)=O)(C)C (2-[1-(2,2-dimethylpropyl)-3-methyl-2-oxo-2,3-dihydro-1H-imidazo[4,5-b]pyridin-5-yl]-4-formylbenzonitrile), C[Mg]Br (methylmagnesium bromide). Conditions: temperature -78 celsius, time 30 minute.